From a dataset of the Open Reaction Database (ORD), a public repository of structured organic reaction records. describe an organic reaction: reactants, conditions, products, and yield The reactants are CC(C)C[AlH]CC(C)C (DIBAL-H), C[Si](C)(C)[N-][Si](C)(C)C.[K+] (KHMDS), solution, C(C1=CC=CC=C1)OC(NC1C2C(OC(CC1)C2)=O)=O ((7-Oxo-6-oxa-bicyclo[3.2.1]oct-2-yl)-carbamic acid benzyl ester), resultant solution. Reagents/catalysts: [I-].C(C)[P+](C1=CC=CC=C1)(C1=CC=CC=C1)C1=CC=CC=C1 (ethyltriphenylphosphonium iodide). The solvent is C1(=CC=CC=C1)C (toluene), C1(=CC=CC=C1)C (toluene), C1(=CC=CC=C1)C (toluene), C1CCOC1 (THF). Reaction conditions: temperature -78 celsius, time 2 hour. Product: C(C1=CC=CC=C1)OC(N[C@@H]1[C@H](C[C@@H](CC1)O)C=CC)=O ([(1S,2R,4R)-(4-hydroxy-2-propenyl-cyclohexyl)]-carbamic acid benzyl ester). RXN SMILES: [CH2:1]([O:8][C:9](=[O:20])[NH:10][CH:11]1[CH2:17][CH2:16][CH:15]2[CH2:18][CH:12]1[C:13](=O)[O:14]2)[C:2]1[CH:7]=[CH:6][CH:5]=[CH:4][CH:3]=1.[CH3:21][CH:22](C[AlH]CC(C)C)C.C[Si]([N-][Si](C)(C)C)(C)C.[K+]>C1(C)C=CC=CC=1.C1COCC1.[I-].C([P+](C1C=CC=CC=1)(C1C=CC=CC=1)C1C=CC=CC=1)C>[CH2:1]([O:8][C:9](=[O:20])[NH:10][C@H:11]1[CH2:17][CH2:16][C@@H:15]([OH:14])[CH2:18][C@@H:12]1[CH:13]=[CH:21][CH3:22])[C:2]1[CH:7]=[CH:6][CH:5]=[CH:4][CH:3]=1 |f:2.3,6.7|. Procedure details: A solution of (7-Oxo-6-oxa-bicyclo[3.2.1]oct-2-yl)-carbamic acid benzyl ester (2.26 g, 8.2 mmol) in toluene (80 mL) was cooled to −78° C. and treated dropwise with DIBAL-H (11 mL of a 1.0 M toluene solution). The reaction mixture was stirred for 2 h at −78° C. and quenched with 50 mL of 1 N HCl. The mixture was allowed to warm to RT and then extracted with EtOAc (1×). The organic phase was washed with half-saturated brine. The combined aqueoues phases were back extracted with EtOAc (1×). The org...